This data is from the Open Reaction Database (ORD), a public repository of structured organic reaction records. The task is: describe an organic reaction: reactants, conditions, products, and yield Starting materials: FC(C(=O)O)(F)F (Trifluoroacetic acid), C(#N)C1=NC(=C2N=C(N(C2=N1)C)C)C1=CC(=C(OCCC2CCN(CC2)C(=O)OC(C)(C)C)C=C1)C(F)(F)F (tert-butyl 4-{2-[4-(2-cyano-8,9-dimethyl-9H-purin-6-yl)-2-(trifluoromethyl)phenoxy]ethyl}piperidine-1-carboxylate), C(C)#N (acetonitrile), C(Cl)Cl (CH2Cl2). Reaction conditions: time 1 hour. Yields the product Cl.CC=1N(C2=NC(=NC(=C2N1)C1=CC(=C(C=C1)OCCC1CCNCC1)C(F)(F)F)C#N)C (8,9-dimethyl-6-{4-[2-(piperidin-4-yl)ethoxy]-3-(trifluoromethyl)phenyl}-9H-purine-2-carbonitrile monohydrochloride). RXN SMILES: FC(F)(F)C(O)=O.[C:8]([C:10]1[N:18]=[C:17]2[C:13]([N:14]=[C:15]([CH3:20])[N:16]2[CH3:19])=[C:12]([C:21]2[CH:42]=[CH:41][C:24]([O:25][CH2:26][CH2:27][CH:28]3[CH2:33][CH2:32][N:31](C(OC(C)(C)C)=O)[CH2:30][CH2:29]3)=[C:23]([C:43]([F:46])([F:45])[F:44])[CH:22]=2)[N:11]=1)#[N:9].C(#N)C.C(Cl)[Cl:51]>>[ClH:51].[CH3:20][C:15]1[N:16]([CH3:19])[C:17]2[C:13]([N:14]=1)=[C:12]([C:21]1[CH:42]=[CH:41][C:24]([O:25][CH2:26][CH2:27][CH:28]3[CH2:29][CH2:30][NH:31][CH2:32][CH2:33]3)=[C:23]([C:43]([F:45])([F:46])[F:44])[CH:22]=1)[N:11]=[C:10]([C:8]#[N:9])[N:18]=2 |f:4.5|. Procedure details: Trifluoroacetic acid (1 mL) was added to a solution of tert-butyl 4-{2-[4-(2-cyano-8,9-dimethyl-9H-purin-6-yl)-2-(trifluoromethyl)phenoxy]ethyl}piperidine-1-carboxylate (100 mg) in CH2Cl2 (2 mL)-acetonitrile (0.5 mL) at room temperature, and the mixture was stirred at the same temperature for 1 hour. The reaction mixture was concentrated under reduced pressure, and CH2Cl2 (2 mL) was added to the residue. A 4 M solution of hydrogen chloride in EtOAc (0.2 mL) was added to the mixture at room tempe... Reactants: Cl (hydrochloric acid), 3, ClC1=NC(=NC(=C1)OC)S(=O)(=O)C (4-chloro-2-methanesulfonyl-6-methoxypyrimidine), C(=O)NC1=CC=CC=C1 (formanilide). The solvent is O1CCCC1 (tetrahydrofuran), O (water). Reaction conditions: time 1 hour. The product is N(C1=CC=CC=C1)C1=NC(=CC(=N1)Cl)OC (2-anilino-4-chloro-6-methoxypyrimidine). The yield is 87.0%. Reaction SMILES: [CH:1]([NH:3][C:4]1[CH:9]=[CH:8][CH:7]=[CH:6][CH:5]=1)=O.[Cl:10][C:11]1[CH:16]=[C:15]([O:17][CH3:18])[N:14]=C(S(C)(=O)=O)[N:12]=1.Cl>O1CCCC1.O>[NH:3]([C:1]1[N:12]=[C:11]([Cl:10])[CH:16]=[C:15]([O:17][CH3:18])[N:14]=1)[C:4]1[CH:9]=[CH:8][CH:7]=[CH:6][CH:5]=1. Procedure details: 1.8 g of formanilide was dissolved in 50 ml of tetrahydrofuran, and 0.4 g of sodium hydride from which the oily matter had been removed beforehand with n-hexane was slowly added to the resulting solution at 10° to 20° C. while cooling with ice water. To the suspension thus obtained was added 3 3 g of 4-chloro-2-methanesulfonyl-6-methoxypyrimidine, and the mixture was stirred for 1 hour at room temperature. Then, 15 ml of 4N hydrochloric acid was added, and reaction was effected for 1 hour under ... Reactants: COC=1C=C(C=CC=C2C(NC(O2)=O)=O)C=CC1OCC=1N=C(OC1)C1=CC=CC=C1 (5-[3-methoxy-4-(2-phenyl-4-oxazolyl-methoxy)cinnamylidene]-2,4-oxazolidinedione). The reagents and catalysts are [Pt]=O (platinum oxide). The solvent is tetrahydrofuran (THF)-acetic acid. Product: COC=1C=C(C=CC1OCC=1N=C(OC1)C1=CC=CC=C1)CCCC1C(NC(O1)=O)=O (5-[3-[3-methoxy-4-(2-phenyl-4-oxazolylmethoxy)phenyl]propyl]-2,4-oxazolidinedione). Yield: 18.8%. RXN SMILES: [CH3:1][O:2][C:3]1[CH:4]=[C:5]([CH:16]=[CH:17][C:18]=1[O:19][CH2:20][C:21]1[N:22]=[C:23]([C:26]2[CH:31]=[CH:30][CH:29]=[CH:28][CH:27]=2)[O:24][CH:25]=1)[CH:6]=[CH:7][CH:8]=[C:9]1[O:13][C:12](=[O:14])[NH:11][C:10]1=[O:15]>[Pt]=O>[CH3:1][O:2][C:3]1[CH:4]=[C:5]([CH2:6][CH2:7][CH2:8][CH:9]2[O:13][C:12](=[O:14])[NH:11][C:10]2=[O:15])[CH:16]=[CH:17][C:18]=1[O:19][CH2:20][C:21]1[N:22]=[C:23]([C:26]2[CH:27]=[CH:28][CH:29]=[CH:30][CH:31]=2)[O:24][CH:25]=1. Procedure details: A mixture of 5-[3-methoxy-4-(2-phenyl-4-oxazolyl-methoxy)cinnamylidene]-2,4-oxazolidinedione (1.0 g), platinum oxide (PtO2) (0.2 g) and tetrahydrofuran (THF)-acetic acid (4:1, 190 ml) was subjected to catalytic hydrogenation under 1 atmospheric pressure at room temperature. The catalyst was filtered off, and the filtrate was concentrated under reduced pressure. The concentrate was dissolved in chloroform, which was washed with water, a saturated aqueous solution of sodium hydrogencarbonate and w... The reactants are C(C1=CC=CC=C1)[C@@H]1N(C(OC1)=O)C(CC)=O (4-(S)-benzyl-3-propionyl-oxazolidin-2-one), ClC1=CC=C(C=O)C=C1 (4-chlorobenzaldehyde). Product: C(C1=CC=CC=C1)[C@@H]1N(C(OC1)=O)C([C@@H]([C@@H](O)C1=CC=C(C=C1)Cl)C)=O (4-(S)-Benzyl-3-[(2R,3R)-3-(4-chloro-phenyl)-3-hydroxy-2-methyl-propionyl]-oxazolidin-2-one). Yield: 80.0%. As a reaction SMILES: [CH2:1]([C@H:8]1[CH2:12][O:11][C:10](=[O:13])[N:9]1[C:14](=[O:17])[CH2:15][CH3:16])[C:2]1[CH:7]=[CH:6][CH:5]=[CH:4][CH:3]=1.[Cl:18][C:19]1[CH:26]=[CH:25][C:22]([CH:23]=[O:24])=[CH:21][CH:20]=1>>[CH2:1]([C@H:8]1[CH2:12][O:11][C:10](=[O:13])[N:9]1[C:14](=[O:17])[C@H:15]([CH3:16])[C@H:23]([C:22]1[CH:25]=[CH:26][C:19]([Cl:18])=[CH:20][CH:21]=1)[OH:24])[C:2]1[CH:3]=[CH:4][CH:5]=[CH:6][CH:7]=1. Reported procedure: The title compound (1.32 g, 80%) was prepared from 4-(S)-benzyl-3-propionyl-oxazolidin-2-one and 4-chlorobenzaldehyde as in Example 55, Part B. 1H NMR (400 MHz, CDCl3): 7.37-7.26 (m, 7H), 7.23-7.17 (m, 2H), 5.12-5.08 (m, 1H), 4.69-4.62 (m, 1H), 4.22-4.13 (m, 2H), 4.03 (dq, J=7.0, 3.6, 1H), 3.25 (dd, J=13.4, 3.3, 1H), 3.20 (d, J=2.5, 1H), 2.79 (dd, J=13.4, 9.4, 1H), 1.18 (d, J=7.0, 3H). Reactants: C(C)NCC (diethylamine), COC1=C(C=CC(=C1)OC1CCN(CC1)S(=O)(=O)C=C)CC(=O)N1C(CN(CC1)C1=C(C=CC=C1)C)C(=O)N (1-(2-Methoxy-4-(1-ethenylsulfonyl-4-piperidyloxy)phenylacetyl)-4-(2-methylphenyl)piperazine-2-carboxamide), C(C)NCC (diethylamine). Run in CO (methanol). Run at time 18 hour. The product is COC1=C(C=CC(=C1)OC1CCN(CC1)S(=O)(=O)CCN(CC)CC)CC(=O)N1C(CN(CC1)C1=C(C=CC=C1)C)C(=O)N (1-(2-methoxy-4-(1-(2-(N,N-diethylamino)-ethylsulfonyl)-4-piperidyloxy)phenylacetyl)-4-(2-methylphenyl)piperazine-2-carboxamide). As a reaction SMILES: [CH3:1][O:2][C:3]1[CH:8]=[C:7]([O:9][CH:10]2[CH2:15][CH2:14][N:13]([S:16]([CH:19]=[CH2:20])(=[O:18])=[O:17])[CH2:12][CH2:11]2)[CH:6]=[CH:5][C:4]=1[CH2:21][C:22]([N:24]1[CH2:29][CH2:28][N:27]([C:30]2[CH:35]=[CH:34][CH:33]=[CH:32][C:31]=2[CH3:36])[CH2:26][CH:25]1[C:37]([NH2:39])=[O:38])=[O:23].[CH2:40]([NH:42][CH2:43][CH3:44])[CH3:41]>CO>[CH3:1][O:2][C:3]1[CH:8]=[C:7]([O:9][CH:10]2[CH2:15][CH2:14][N:13]([S:16]([CH2:19][CH2:20][N:42]([CH2:43][CH3:44])[CH2:40][CH3:41])(=[O:18])=[O:17])[CH2:12][CH2:11]2)[CH:6]=[CH:5][C:4]=1[CH2:21][C:22]([N:24]1[CH2:29][CH2:28][N:27]([C:30]2[CH:35]=[CH:34][CH:33]=[CH:32][C:31]=2[CH3:36])[CH2:26][CH:25]1[C:37]([NH2:39])=[O:38])=[O:23]. Procedure details: 1-(2-Methoxy-4-(1-ethenylsulfonyl-4-piperidyloxy)phenylacetyl)-4-(2-methylphenyl)piperazine-2-carboxamide (52 mg, 0.093 mmol) was dissolved in methanol (5 ml), treated with diethylamine (0.013 ml, 9.2 mg, 0.12 mmol), and stirred at ambient temperature under nitrogen for 18 hours. An additional 0.01 ml of diethylamine was added and the mixture stirred another 24 hours at ambient temperature. The reaction was concentrated in vacuo and the residue was chromatographed on silica gel eluted with 3% fo... Reactants: [N+](=O)([O-])C1=CC=C2C=CN(C2=C1)CC(=O)OC(C)(C)C (tert-butyl 2-(6-nitro-1H-indol-1-yl)acetate), [Cl-].[NH4+] (ammonium chloride). Reagents/catalysts: [Fe] (iron). The solvent is C(C)O (ethanol). Run at temperature 25 celsius, time 4 hour. Product: NC1=CC=C2C=CN(C2=C1)CC(=O)OC(C)(C)C (tert-Butyl 2-(6-amino-1H-indol-1-yl)acetate). Isolated yield 61.0%. Reaction SMILES: [N+:1]([C:4]1[CH:12]=[C:11]2[C:7]([CH:8]=[CH:9][N:10]2[CH2:13][C:14]([O:16][C:17]([CH3:20])([CH3:19])[CH3:18])=[O:15])=[CH:6][CH:5]=1)([O-])=O.[Cl-].[NH4+]>[Fe].C(O)C>[NH2:1][C:4]1[CH:12]=[C:11]2[C:7]([CH:8]=[CH:9][N:10]2[CH2:13][C:14]([O:16][C:17]([CH3:20])([CH3:19])[CH3:18])=[O:15])=[CH:6][CH:5]=1 |f:1.2|. Reported procedure: A mixture of tert-butyl 2-(6-nitro-1H-indol-1-yl)acetate (1.44 mmol, 1 equiv.), iron powder (5.76 mmol, 4 equiv.), ammonium chloride (4 equiv.) and ethanol (10 ml) was stirred for 4 h at boiling temperature. The reaction mixture was cooled to 25° C. and filtered over celite. The filtrate was concentrated, diluted with water (50 ml) and extracted with dichloromethane (3×20 ml). The combined organic phases were washed with water and sat. NaCl solution (in each case 10 ml), dried over Na2SO4 and co... The reactants are C(C=1C(O)=CC=CC1)=O (salicylaldehyde), C(=O)([O-])[O-].[K+].[K+] (K2CO3), BrCC(=O)OCC (ethyl bromoacetate). Solvent: C(C)O (ethanol), C(C)(=O)OCC (ethyl acetate). The product is C(C)OC(=O)C=1OC2=C(C1)C=CC=C2 (2-ethoxycarbonylbenzofurane). The yield is 33.1%. RXN SMILES: [CH:1](=O)[C:2]1[C:3](=[CH:5][CH:6]=[CH:7][CH:8]=1)[OH:4].C([O-])([O-])=O.[K+].[K+].Br[CH2:17][C:18]([O:20][CH2:21][CH3:22])=[O:19]>C(O)C.C(OCC)(=O)C>[CH2:21]([O:20][C:18]([C:17]1[O:4][C:3]2[CH:5]=[CH:6][CH:7]=[CH:8][C:2]=2[CH:1]=1)=[O:19])[CH3:22] |f:1.2.3|. Reported procedure: A mixture of salicylaldehyde (53.10 g), K2CO3 (97 g) and ethyl bromoacetate (73.30 g) in ethanol (200 ml) was refluxed for 6 hours. The reaction mixture was diluted with ethyl acetate, washed with water, 1N NaOH and brine, dried and concentrated to give the titled compound (27.40 g) as a colorless oil The reactants are O=C1C=CCCC1, CCOC(=O)CC(=O)OCC, CCO, [Na]. The product is CCOC(=O)C(C(=O)OCC)C1CCCC(=O)C1. Reaction SMILES: [C:1]1(=[O:7])[CH:2]=[CH:3][CH2:4][CH2:5][CH2:6]1.[C:9]([CH2:10][C:11](=[O:12])[O:13][CH2:14][CH3:15])(=[O:16])[O:17][CH2:18][CH3:19].[CH3:20][CH2:21][OH:22].[Na:8]>>[C:1]1(=[O:7])[CH2:2][CH:3]([CH:10]([C:9](=[O:16])[O:17][CH2:18][CH3:19])[C:11](=[O:12])[O:13][CH2:14][CH3:15])[CH2:4][CH2:5][CH2:6]1.